This data is from the Open Reaction Database (ORD), a public repository of structured organic reaction records. The task is: describe an organic reaction: reactants, conditions, products, and yield Run in ClCCl (dichloromethane), C(C)(=O)[O-].[Na+] (sodium acetate). Starting materials: CCCCCCCCCCCCCCCC (hexadecane), solution, COC([C@@H]1N(CC(C1)=O)C(CC1=CC=CC=C1)=O)=O (N-(2-phenylacetyl)-4-keto-D-proline methyl ester), COC([C@H]1N(CC(C1)=O)C(CC1=CC=CC=C1)=O)=O (N-(2-phenylacetyl)-4-keto-L-proline methyl ester). Run at time 28 hour. Product: COC(C1N(CC(C1)=O)C(CC1=CC=CC=C1)=O)=O (N-(2-Phenylacetyl)-4-Keto-D,L-Proline Methyl Ester). Reaction SMILES: [CH3:1][O:2][C:3](=[O:19])[C@H:4]1[CH2:8][C:7](=[O:9])[CH2:6][N:5]1[C:10](=[O:18])[CH2:11][C:12]1[CH:17]=[CH:16][CH:15]=[CH:14][CH:13]=1.COC(=O)[C@@H]1CC(=O)CN1C(=O)CC1C=CC=CC=1.CCCCCCCCCCCCCCCC>C([O-])(=O)C.[Na+].ClCCl>[CH3:1][O:2][C:3](=[O:19])[CH:4]1[CH2:8][C:7](=[O:9])[CH2:6][N:5]1[C:10](=[O:18])[CH2:11][C:12]1[CH:17]=[CH:16][CH:15]=[CH:14][CH:13]=1 |f:3.4|. Procedure details: An aqueous solution (1.0 mL) containing 19 mM of N-(2-phenylacetyl)-4-keto-D-proline methyl ester and 19 mM of N-(2-phenylacetyl)-4-keto-L-proline methyl ester in 0.200M sodium acetate (pH 5.0) and 25 mg/mL of Candida antartica lipase fraction B was mixed at 25° C. The reaction mixture was analyzed by mixing with an equivalent volume of 20 mM hexadecane in dichloromethane for 3 minutes, which resulted in the complete extraction of the unreacted D- and L-isomers. The dichloromethane extract was t... RXN SMILES: [C:1]([C:3]1[CH:4]=[C:5]2[C:10](=[CH:11][CH:12]=1)[C:9](=[O:13])[CH2:8][CH2:7][C:6]2([CH3:15])[CH3:14])#[CH:2].[O:16]1[CH2:20][CH2:19][CH2:18][CH2:17]1>C(N(CC)CC)C.C(OCC)C.[Cu]I.Cl[Pd](Cl)([P](C1C=CC=CC=1)(C1C=CC=CC=1)C1C=CC=CC=1)[P](C1C=CC=CC=1)(C1C=CC=CC=1)C1C=CC=CC=1>[CH2:9]([O:13][C:20](=[O:16])[C:19]1[CH:3]=[CH:1][C:2]([C:2]#[C:1][C:3]2[CH:12]=[CH:11][C:10]3[C:9](=[O:13])[CH2:8][CH2:7][C:6]([CH3:15])([CH3:14])[C:5]=3[CH:4]=2)=[CH:17][CH:18]=1)[CH3:8] |^1:37,56|. Isolated yield 72.0%. Starting materials: C(#C)C=1C=C2C(CCC(C2=CC1)=O)(C)C (6-ethynyl-4,4-dimethyl-1,2,3,4-tetrahydronaphthalene-1-one), C(#C)C=1C=C2C(CCC(C2=CC1)=O)(C)C (6-ethynyl-4,4-dimethyl-1,2,3,4-tetrahydronaphthalene-1-one), ethyl-4-iodo benzoate, Reagent A, O1CCCC1 (tetrahydrofuran). Solvent: C(C)N(CC)CC (triethyl amine), C(C)OCC (diethyl ether). Yields the product C(C)OC(C1=CC=C(C=C1)C#CC1=CC=2C(CCC(C2C=C1)=O)(C)C)=O (4-(8,8-Dimethyl-5-oxo-5,6,7,8-tetrahydro-naphthalene-2-yl-ethynyl)-benzoic acid ethyl ester). The reagents and catalysts are [Cu]I (copper(I)iodide), Cl[Pd]([P](C1=CC=CC=C1)(C2=CC=CC=C2)C3=CC=CC=C3)([P](C4=CC=CC=C4)(C5=CC=CC=C5)C6=CC=CC=C6)Cl (Dichlorobis(triphenylphosphine)palladium(II)). Reaction conditions: time 8 hour. Reported procedure: A solution of 6-ethynyl-4,4-dimethyl-1,2,3,4-tetrahydronaphthalene-1-one (Intermediate 13, 0.23 g, 1.1 mmol) and ethyl-4-iodo benzoate (Reagent A, 0.36 g, 1.3 mmol) in triethyl amine (7 mL) and anhydrous tetrahydrofuran (3 mL) was treated with copper(I)iodide (0.114 g, 0.6 mmol) and sparged with argon for 5 minutes. Dichlorobis(triphenylphosphine)palladium(II) (0.23 g, 0.33 mmol) was added and the reaction mixture was stirred overnight at room temperature. It was diluted with diethyl ether and f... The product is C1(CCCCC1)C(C=1OC2=C(C1COCCOC)C=C(C=C2)F)NC2=CC=C(C=C2)C(=O)NCCC(=O)OCC (ethyl 3-[({4-[(cyclohexyl{5-fluoro-3-[(2-methoxyethoxy)methyl]-1-benzofuran-2-yl}methyl)amino]phenyl}carbonyl)amino]propanoate). Reaction SMILES: [CH:1]1([CH:7]([NH:24][C:25]2[CH:33]=[CH:32][C:28]([C:29](O)=[O:30])=[CH:27][CH:26]=2)[C:8]2[O:9][C:10]3[CH:22]=[CH:21][C:20]([F:23])=[CH:19][C:11]=3[C:12]=2[CH2:13][O:14][CH2:15][CH2:16][O:17][CH3:18])[CH2:6][CH2:5][CH2:4][CH2:3][CH2:2]1.Cl.[CH2:35]([O:37][C:38](=[O:42])[CH2:39][CH2:40][NH2:41])[CH3:36].O.ON1C2C=CC=CC=2N=N1.Cl.C(N=C=NCCCN(C)C)C.[Cl-].[NH4+]>CN(C)C=O.C(N(CC)CC)C>[CH:1]1([CH:7]([NH:24][C:25]2[CH:26]=[CH:27][C:28]([C:29]([NH:41][CH2:40][CH2:39][C:38]([O:37][CH2:35][CH3:36])=[O:42])=[O:30])=[CH:32][CH:33]=2)[C:8]2[O:9][C:10]3[CH:22]=[CH:21][C:20]([F:23])=[CH:19][C:11]=3[C:12]=2[CH2:13][O:14][CH2:15][CH2:16][O:17][CH3:18])[CH2:2][CH2:3][CH2:4][CH2:5][CH2:6]1 |f:1.2,3.4,5.6,7.8|. Reported procedure: To a mixture of 4-[(cyclohexyl{5-fluoro-3-[(2-methoxyethoxy)methyl]-1-benzofuran-2-yl}methyl)amino]benzoic acid (200 mg) synthesized above, β-alanine ethyl ester hydrochloride (101 mg), 1-hydroxybenzotriazole monohydrate (101 mg), triethylamine (184 μL) and N,N-dimethylformamide (10 mL) was added 1-ethyl-3-(3-dimethylaminopropyl)carbodiimide hydrochloride (126 mg), and the mixture was stirred overnight at room temperature. Saturated aqueous ammonium chloride solution was added to quench the reac... The solvent is CN(C=O)C (N,N-dimethylformamide), C(C)N(CC)CC (triethylamine). Isolated yield 88.7%. The reactants are Cl.C(C)OC(CCN)=O (β-alanine ethyl ester hydrochloride), O.ON1N=NC2=C1C=CC=C2 (1-hydroxybenzotriazole monohydrate), C1(CCCCC1)C(C=1OC2=C(C1COCCOC)C=C(C=C2)F)NC2=CC=C(C(=O)O)C=C2 (4-[(cyclohexyl{5-fluoro-3-[(2-methoxyethoxy)methyl]-1-benzofuran-2-yl}methyl)amino]benzoic acid), Cl.C(C)N=C=NCCCN(C)C (1-ethyl-3-(3-dimethylaminopropyl)carbodiimide hydrochloride), [Cl-].[NH4+] (ammonium chloride). Reaction conditions: time 8 hour. The reactants are Cc1c(Br)cc2c(c1C)OC(C)(C)C2, COc1ccc(N2CCNCC2)cc1. Product: COc1ccc(N2CCN(c3cc4c(c(C)c3C)OC(C)(C)C4)CC2)cc1. As a reaction SMILES: [Br:1][c:2]1[c:3]([CH3:14])[c:4]([CH3:13])[c:5]2[c:6]([cH:12]1)[CH2:7][C:8]([CH3:10])([CH3:11])[O:9]2.[CH3:15][O:16][c:17]1[cH:18][cH:19][c:20]([N:23]2[CH2:24][CH2:25][NH:26][CH2:27][CH2:28]2)[cH:21][cH:22]1>>[c:2]1([N:26]2[CH2:25][CH2:24][N:23]([c:20]3[cH:19][cH:18][c:17]([O:16][CH3:15])[cH:22][cH:21]3)[CH2:28][CH2:27]2)[c:3]([CH3:14])[c:4]([CH3:13])[c:5]2[c:6]([cH:12]1)[CH2:7][C:8]([CH3:10])([CH3:11])[O:9]2.